From a dataset of the Open Reaction Database (ORD), a public repository of structured organic reaction records. describe an organic reaction: reactants, conditions, products, and yield The reactants are CCO, COC(=O)Cc1ccc(C#Cc2ccc(C3(OC(C)C)CC3)c(C)c2)cc1, [Na+], C1CCOC1, [OH-]. Yields the product Cc1cc(C#Cc2ccc(CC(=O)O)cc2)ccc1C1(OC(C)C)CC1. As a reaction SMILES: [CH3:30][CH2:31][OH:32].[CH:1]([CH3:2])([CH3:3])[O:4][C:5]1([c:8]2[c:9]([CH3:27])[cH:10][c:11]([C:14]#[C:15][c:16]3[cH:17][cH:18][c:19]([CH2:22][C:23](=[O:24])[O:25][CH3:26])[cH:20][cH:21]3)[cH:12][cH:13]2)[CH2:6][CH2:7]1.[Na+:29].[O:33]1[CH2:34][CH2:35][CH2:36][CH2:37]1.[OH-:28]>>[CH:1]([CH3:2])([CH3:3])[O:4][C:5]1([c:8]2[c:9]([CH3:27])[cH:10][c:11]([C:14]#[C:15][c:16]3[cH:17][cH:18][c:19]([CH2:22][C:23](=[O:24])[OH:25])[cH:20][cH:21]3)[cH:12][cH:13]2)[CH2:6][CH2:7]1.